From a dataset of the Open Reaction Database (ORD), a public repository of structured organic reaction records. describe an organic reaction: reactants, conditions, products, and yield Reactants: 4.2, CC1=C(C(=CC=C1)C)NC=O (N-(2,6-dimethylphenyl)formamide), NC1=NC=C(C=C1)F (2-amino-5-fluoropyridine), C(=O)C1=C(OCC(=O)N)C=CC=C1OC (2-(2-formyl-3-methoxyphenoxy)acetamide), C(CC)P1(OP(OP(O1)(=O)CCC)(=O)CCC)=O (T3P), CCCP(=O)=O (propylphosphonic anhydride). The solvent is C(C)N(CC)CC (triethylamine). Reaction conditions: temperature 100 celsius, time 7 hour. Yields the product NC(=O)COC1=C(C(=CC=C1)OC)C=1N=C2N(C=C(C=C2)F)C1NC1=C(C=CC=C1C)C (2-[2-(aminocarbonylmethoxy)-6-methoxyphenyl]-3-(2,6-dimethylphenylamino)-6-fluoroimidazo[1,2-a]pyridine). RXN SMILES: [CH3:1][C:2]1[CH:7]=[CH:6][CH:5]=[C:4]([CH3:8])[C:3]=1[NH:9][CH:10]=O.[NH2:12][C:13]1[CH:18]=[CH:17][C:16]([F:19])=[CH:15][N:14]=1.[CH:20]([C:22]1[C:32]([O:33][CH3:34])=[CH:31][CH:30]=[CH:29][C:23]=1[O:24][CH2:25][C:26]([NH2:28])=[O:27])=O.C(P1(=O)OP(CCC)(=O)OP(CCC)(=O)O1)CC.CCCP(=O)=O>C(N(CC)CC)C>[NH2:28][C:26]([CH2:25][O:24][C:23]1[CH:29]=[CH:30][CH:31]=[C:32]([O:33][CH3:34])[C:22]=1[C:20]1[N:12]=[C:13]2[CH:18]=[CH:17][C:16]([F:19])=[CH:15][N:14]2[C:10]=1[NH:9][C:3]1[C:4]([CH3:8])=[CH:5][CH:6]=[CH:7][C:2]=1[CH3:1])=[O:27]. Reported procedure: 4.2 0.149 g of 12, 0.112 g of 2-amino-5-fluoropyridine 4, 0.209 g of 2-(2-formyl-3-methoxyphenoxy)acetamide 3, 0.286 ml of triethylamine and, dropwise, 2.5 ml of T3P® [=propylphosphonic anhydride (50% solution in ethyl acetate)] are introduced successively into a flask with ice-cooling and under an inert gas. The reaction mixture is stirred at 100° C. for 7 h. The mixture is subsequently subjected to conventional work-up, giving 0.2 g (40%) of “A1”. The reactants are NC(=O)NC=1NC2=CC(=CC=C2C1C(=O)N)Br (2-aminocarbonylamino-6-bromoindole-3-carboxamide), NC(=O)NC=1NC2=CC(=CC=C2C1C(=O)N)Br (2-aminocarbonylamino-6-bromoindole-3-carboxamide), C(O)([O-])=O.[Na+] (sodium hydrogen carbonate), FC1=CC=C(C=C1)B(O)O (4-fluorophenylboronic acid). Reagents/catalysts: C=1C=CC(=CC1)[P](C=2C=CC=CC2)(C=3C=CC=CC3)[Pd]([P](C=4C=CC=CC4)(C=5C=CC=CC5)C=6C=CC=CC6)([P](C=7C=CC=CC7)(C=8C=CC=CC8)C=9C=CC=CC9)[P](C=1C=CC=CC1)(C=1C=CC=CC1)C=1C=CC=CC1 (tetrakis(triphenylphosphine)palladium). Run in O (water), O1CCOCC1 (1,4-dioxane), [Cl-].[Na+].O (Brine). Run at temperature 100 celsius, time 1.5 hour. Product: NC(=O)NC=1NC2=CC(=CC=C2C1C(=O)N)C1=CC=C(C=C1)F (2-Aminocarbonylamino-6-(4-fluorophenyl)indole-3-carboxamide), solid. Isolated yield 51.0%. Reaction SMILES: [NH2:1][C:2]([NH:4][C:5]1[NH:6][C:7]2[C:12]([C:13]=1[C:14]([NH2:16])=[O:15])=[CH:11][CH:10]=[C:9](Br)[CH:8]=2)=[O:3].C(=O)([O-])O.[Na+].[F:23][C:24]1[CH:29]=[CH:28][C:27](B(O)O)=[CH:26][CH:25]=1>O.O1CCOCC1.[Cl-].[Na+].O.C1C=CC([P]([Pd]([P](C2C=CC=CC=2)(C2C=CC=CC=2)C2C=CC=CC=2)([P](C2C=CC=CC=2)(C2C=CC=CC=2)C2C=CC=CC=2)[P](C2C=CC=CC=2)(C2C=CC=CC=2)C2C=CC=CC=2)(C2C=CC=CC=2)C2C=CC=CC=2)=CC=1>[NH2:1][C:2]([NH:4][C:5]1[NH:6][C:7]2[C:12]([C:13]=1[C:14]([NH2:16])=[O:15])=[CH:11][CH:10]=[C:9]([C:27]1[CH:28]=[CH:29][C:24]([F:23])=[CH:25][CH:26]=1)[CH:8]=2)=[O:3] |f:1.2,6.7.8,^1:46,48,67,86|. Procedure: A solution mixture of 2-aminocarbonylamino-6-bromoindole-3-carboxamide (Compound 3-1, 80 mg, 0.27 mmol), sodium hydrogen carbonate (57 mg, 0.68 mmol), 4-fluorophenylboronic acid (57 mg, 0.41 mmol) and tetrakis(triphenylphosphine)palladium (0) (16 mg, 0.014 mmol) in water and 1,4-dioxane (water/1,4-dioxane=1/3, 15 mL) was stirred at 100° C. for 1.5 hours. Brine (5 mL) was added to the reaction mixture, and the whole was extracted with ethyl acetate (5 mL). The organic layer was dried over anhydro... Reactants: S(=O)(Cl)Cl (thionyl chloride), C(C)N(C=O)CC (N,N-diethylformamide), OC1=CC=NC2=CC=CC=C12 (4-hydroxyquinoline), ( 11 ). The solvent is CN(C=O)C (N,N-dimethylformamide). Product: ClC1=CC=NC2=CC=CC=C12 (4-chloroquinoline), ( 12 ). Reaction SMILES: O[C:2]1[C:11]2[C:6](=[CH:7][CH:8]=[CH:9][CH:10]=2)[N:5]=[CH:4][CH:3]=1.S(Cl)([Cl:14])=O.C(N(CC)C=O)C>CN(C)C=O>[Cl:14][C:2]1[C:11]2[C:6](=[CH:7][CH:8]=[CH:9][CH:10]=2)[N:5]=[CH:4][CH:3]=1. Procedure: reacting the 4-hydroxyquinoline of formula (11) with thionyl chloride in the presence N,N-dimethylformamide or N,N-diethylformamide to obtain a 4-chloroquinoline of formula (12), ##STR11##